describe an organic reaction: reactants, conditions, products, and yield From a dataset of the Open Reaction Database (ORD), a public repository of structured organic reaction records. The reactants are C[C@H]1CC[C@]2(C[C@@H]3C[C@H](O2)C/C=C(/C[C@H](/C=C/C=C/4\CO[C@H]5[C@@]4([C@@H](C=C([C@H]5O)C)C(=O)O3)O)C)\C)O[C@@H]1C (milbemycin A3), A3, C[C@H]1CC[C@]2(C[C@@H]3C[C@H](O2)C/C=C(/C[C@H](/C=C/C=C/4\CO[C@H]5[C@@]4([C@@H](C=C([C@H]5O)C)C(=O)O3)O)C)\C)O[C@@H]1C(C)C (milbemycin D), C[C@H]1CC[C@]2(C[C@@H]3C[C@H](O2)C/C=C(\[C@@H]([C@H](/C=C\C=C/4\CO[C@H]5[C@@]4([C@@H](C=C([C@H]5O)C)C(=O)O3)O)C)O)/C)O[C@@H]1C (13β-hydroxymilbemycin A3). The product is C[C@H]1CC[C@]2(C[C@@H]3C[C@H](O2)C/C=C(\[C@@H]([C@H](/C=C\C=C/4\CO[C@H]5[C@@]4([C@@H](C=C([C@H]5O)C)C(=O)O3)O)C)O)/C)O[C@@H]1C(C)C (13β-hydroxymilbemycin D). Isolated yield 29.0%. RXN SMILES: C[C@@H]1[C@@H](C)O[C@]2([O:10][C@@H]3CC=C(C)C[C@@H](C)C=CC=C4CO[C@@H]5[C@H](O)C(C)=C[C@@H](C(O[C@@H](C3)C2)=O)[C@]45O)CC1.[CH3:39][C@@H:40]1[C@@H:75]([CH:76]([CH3:78])[CH3:77])[O:74][C@:43]2([O:48][C@@H:47]3[CH2:49][CH:50]=[C:51]([CH3:73])[CH2:52][C@@H:53]([CH3:72])[CH:54]=[CH:55][CH:56]=[C:57]4[CH2:58][O:59][C@@H:60]5[C@H:65]([OH:66])[C:64]([CH3:67])=[CH:63][C@@H:62]([C:68]([O:70][C@@H:45]([CH2:46]3)[CH2:44]2)=[O:69])[C@:61]45[OH:71])[CH2:42][CH2:41]1.C[C@@H]1[C@@H](C)O[C@]2(O[C@@H]3CC=C(C)[C@H](O)[C@@H](C)C=CC=C4CO[C@@H]5[C@H](O)C(C)=C[C@@H](C(O[C@@H](C3)C2)=O)[C@]45O)CC1>>[CH3:39][C@@H:40]1[C@@H:75]([CH:76]([CH3:78])[CH3:77])[O:74][C@:43]2([O:48][C@@H:47]3[CH2:49][CH:50]=[C:51]([CH3:73])[C@H:52]([OH:10])[C@@H:53]([CH3:72])[CH:54]=[CH:55][CH:56]=[C:57]4[CH2:58][O:59][C@@H:60]5[C@H:65]([OH:66])[C:64]([CH3:67])=[CH:63][C@@H:62]([C:68]([O:70][C@@H:45]([CH2:46]3)[CH2:44]2)=[O:69])[C@:61]45[OH:71])[CH2:42][CH2:41]1. Reported procedure: If milbemycin A3 or milbemycin D is reacted in an analogous manner, for example at a conversion rate of 10% a ratio of 40% 13β-hydroxymilbemycin A3 and 60% 14,15-epoxymilbemycin A3 is obtained or, at a conversion rate of 13%, a ratio of 29% 13β-hydroxymilbemycin D to 71% 14,15-epoxymilbemycin D is obtained (HPLC analysis). Starting materials: [Al+3], ClCCl, CC(Cc1ccncc1)C(N)=O, CCOCC, CCOC(C)=O, [H-], [H-], [H-], [H-], [Li+], [Na+], [OH-]. The product is CC(CN)Cc1ccncc1. RXN SMILES: [Al+3:7].[CH2:26]([Cl:27])[Cl:28].[CH3:12][CH:13]([C:14](=[O:15])[NH2:16])[CH2:17][c:18]1[cH:19][cH:20][n:21][cH:22][cH:23]1.[CH3:1][CH2:2][O:3][CH2:4][CH3:5].[CH3:29][CH2:30][O:31][C:32](=[O:33])[CH3:34].[H-:10].[H-:11].[H-:6].[H-:9].[Li+:8].[Na+:25].[OH-:24]>>[CH3:12][CH:13]([CH2:14][NH2:16])[CH2:17][c:18]1[cH:19][cH:20][n:21][cH:22][cH:23]1. Reactants: N[C@@H](CC(C)C)C(=O)O (L-leucine), C(=O)N (formamide). Conditions: temperature 100 celsius, time 2 hour. The product is C(=O)N[C@@H](CC(C)C)C(=O)O (N-formyl-L-leucine). The yield is 89.9%. As a reaction SMILES: [NH2:1][C@H:2]([C:7]([OH:9])=[O:8])[CH2:3][CH:4]([CH3:6])[CH3:5].[CH:10](N)=[O:11]>>[CH:10]([NH:1][C@H:2]([C:7]([OH:9])=[O:8])[CH2:3][CH:4]([CH3:6])[CH3:5])=[O:11]. Reported procedure: 165.2 g of L-leucine and 821.7 g of formamide are introduced, under a nitrogen atmosphere, into a reactor equipped with a stirrer system. The mixture is heated at 100° C. for approximately 6 hours. Approximately 513 g of formamide are then removed by distillation under a pressure of 20 -30 mm of mercury and at a pot temperature of 50°-60° C. 1082 g of water are subsequently added to the mixture. It is cooled to 20°-25° C. It is then acidified to pH 2.5 with sulphuric acid. It is stirred for 2 ho... The reactants are C(C)OC(=O)C1=C(COC2=CC=C(C=C2)C(CCC(=O)OCC)C)C=CC=C1 (ethyl 4-[4-(2-ethoxycarbonylbenzyloxy)-phenyl]pentanoate), [OH-].[K+] (potassium hydroxide). Run in O (water), C(C)O (ethanol). Product: C(=O)(O)C1=C(COC2=CC=C(C=C2)C(CCC(=O)O)C)C=CC=C1 (4-[4-(2-carboxybenzyloxy)phenyl]pentanoic acid). Yield: 74.4%. RXN SMILES: C([O:3][C:4]([C:6]1[CH:28]=[CH:27][CH:26]=[CH:25][C:7]=1[CH2:8][O:9][C:10]1[CH:15]=[CH:14][C:13]([CH:16]([CH3:24])[CH2:17][CH2:18][C:19]([O:21]CC)=[O:20])=[CH:12][CH:11]=1)=[O:5])C.[OH-].[K+]>O.C(O)C>[C:4]([C:6]1[CH:28]=[CH:27][CH:26]=[CH:25][C:7]=1[CH2:8][O:9][C:10]1[CH:15]=[CH:14][C:13]([CH:16]([CH3:24])[CH2:17][CH2:18][C:19]([OH:21])=[O:20])=[CH:12][CH:11]=1)([OH:5])=[O:3] |f:1.2|. Procedure: A mixture of 14 g of ethyl 4-[4-(2-ethoxycarbonylbenzyloxy)-phenyl]pentanoate, 31 g of potassium hydroxide in 40 ml of water and 250 ml of 95% of ethanol was heated under reflux overnight. The solution was concentrated and the residue was dissolved in water, cooled and acidified with cold conc hydrochloric acid. The mixture was extracted with ether, and the extract was dried over anhydrous sodium sulfate, filtered and evaporated. Trituration with hexane afforded 8.9 g (72%) of product, mp 104°-1... Starting materials: N1C(=O)C(=O)C2=CC=CN=C12 (7-aza isatin), BrC1(C(NC2=NC=CC=C12)=O)Br (3,3-dibromo 7-aza oxindole), Cl.FCCON (O-(2-fluoro-ethyl)-hydroxylamine hydrochloride). Solvent: CS(=O)C (DMSO). Run at time 1 hour. Yields the product FCCON=C1C(NC2=NC=CC=C21)=O (1H-pyrrolo[2,3-b]pyridine-2,3-dione 3-[O-(2-fluoro-ethyl)-oxime]). Isolated yield 92.8%. As a reaction SMILES: Br[C:2]1(Br)[C:10]2[C:5](=[N:6][CH:7]=[CH:8][CH:9]=2)[NH:4][C:3]1=[O:11].N1C2C(=CC=CN=2)C(=O)C1=O.Cl.[F:25][CH2:26][CH2:27][O:28][NH2:29]>CS(C)=O>[F:25][CH2:26][CH2:27][O:28][N:29]=[C:2]1[C:10]2[C:5](=[N:6][CH:7]=[CH:8][CH:9]=2)[NH:4][C:3]1=[O:11] |f:2.3|. Procedure details: A solution of 3,3-dibromo 7-aza oxindole (300 mg, 1.03 mmol) in DMSO (25 mL) was heated at 95° C. under house vacuum for 6.5 hours. The solution containing the corresponding 7-aza isatin was cooled to room temperature, followed by the addition O-(2-fluoro-ethyl)-hydroxylamine hydrochloride (prepared as described by Ishikawa et al J. Antibiot., 2000, 53, 1071) (131 mg, 1.13 mmol). After stirring for 1 hour at room temperature the mixture was quenched with water and extracted with ethyl acetate (6... Starting materials: ClC1=NC=C(C=C1)[N+](=O)[O-] (2-Chloro-5-nitropyridine), [F-].[K+] (KF), C(C)#N (acetonitrile). The reagents and catalysts are [P+](C1=CC=CC=C1)(C1=CC=CC=C1)(C1=CC=CC=C1)C1=CC=CC=C1.[Br-] (Ph4PBr). The solvent is CCOCC (ether). Yields the product FC1=NC=C(C=C1)[N+](=O)[O-] (2-Fluoro-5-nitropyridine). RXN SMILES: Cl[C:2]1[CH:7]=[CH:6][C:5]([N+:8]([O-:10])=[O:9])=[CH:4][N:3]=1.[F-:11].[K+].C(#N)C>[P+](C1C=CC=CC=1)(C1C=CC=CC=1)(C1C=CC=CC=1)C1C=CC=CC=1.[Br-].CCOCC>[F:11][C:2]1[CH:7]=[CH:6][C:5]([N+:8]([O-:10])=[O:9])=[CH:4][N:3]=1 |f:1.2,4.5|. Reported procedure: 2-Chloro-5-nitropyridine (100 g, 0.656 mol, Aldrich), KF (84.1 g, 1.448 mol), Ph4PBr (95.3 g, 0.227 mol) and acetonitrile (1.5 L) were combined and heated at reflux until no starting material remained. The volume was reduced to 750 mL, and the mixture was diluted with 2 L of ether, filtered and concentrated. The residue was triturated with hot hexane (5×1 L). The hexane extracts were combined and concentrated to afford 48 g (54%). 1H NMR (CDCl3, 300 MHz) δ7.15 (dd, J=3, 6 Hz, 1H), 8.64 (m, 1H), ...